This data is from the Open Reaction Database (ORD), a public repository of structured organic reaction records. The task is: describe an organic reaction: reactants, conditions, products, and yield Reactants: O (water), C(Cl)Cl (DCM), CN(C(\C=C\C=1C=NC=2NC(CCC2C1)=O)=O)CC=1OC2=C(C1C)C=CC=C2 ((E)-N-methyl-N-((3-methylbenzofuran-2-yl)methyl)-3-(7-oxo-5,6,7,8-tetrahydro-1,8-naphthyridin-3-yl)acrylamide), CC=1C=CC(=CC1)S(=O)(=O)O.O (TsOH.H2O). Run in CO (methanol), CO (MeOH), CCCCCCC (heptane). Reaction conditions: temperature 37.5 celsius, time 18 hour. Product: O.S(=O)(=O)(O)C1=CC=C(C)C=C1.CN(C(\C=C\C=1C=NC=2NC(CCC2C1)=O)=O)CC=1OC2=C(C1C)C=CC=C2 ((E)-N-methyl-N-((3-methylbenzofuran-2-yl)methyl)-3-(7-oxo-5,6,7,8-tetrahydro-1,8-naphthyridin-3-yl)acrylamide Tosylate Monohydrate). The yield is 187.5%. As a reaction SMILES: C(Cl)Cl.[CH3:4][N:5]([CH2:21][C:22]1[O:23][C:24]2[CH:31]=[CH:30][CH:29]=[CH:28][C:25]=2[C:26]=1[CH3:27])[C:6](=[O:20])/[CH:7]=[CH:8]/[C:9]1[CH:10]=[N:11][C:12]2[NH:13][C:14](=[O:19])[CH2:15][CH2:16][C:17]=2[CH:18]=1.[CH3:32][C:33]1[CH:34]=[CH:35][C:36]([S:39]([OH:42])(=[O:41])=[O:40])=[CH:37][CH:38]=1.O.O>CO.CCCCCCC>[OH2:19].[S:39]([C:36]1[CH:37]=[CH:38][C:33]([CH3:32])=[CH:34][CH:35]=1)([OH:42])(=[O:41])=[O:40].[CH3:4][N:5]([CH2:21][C:22]1[O:23][C:24]2[CH:31]=[CH:30][CH:29]=[CH:28][C:25]=2[C:26]=1[CH3:27])[C:6](=[O:20])/[CH:7]=[CH:8]/[C:9]1[CH:10]=[N:11][C:12]2[NH:13][C:14](=[O:19])[CH2:15][CH2:16][C:17]=2[CH:18]=1 |f:2.3,7.8.9|. Procedure details: A 22-L three-necked round-bottomed flask with a mechanical stirrer, a thermocouple, a reflux condenser and a nitrogen inlet was flushed with N2. The flask was charged with DCM (12 L, 16 v) and (E)-N-methyl-N-((3-methylbenzofuran-2-yl)methyl)-3-(7-oxo-5,6,7,8-tetrahydro-1,8-naphthyridin-3-yl)acrylamide (0.75 kg, 1.999 mol, 1.0 eq.). To the suspension, MeOH (1 L, 1.33 eq) was added and resulting suspension was heated to IT=35-40° C. When IT=35° C., a solution of TsOH.H2O (0.38 kg, 1.999 mol. 1 eq.... Reactants: COc1cc(OC)c(C=O)cc1Br, CC(C)(C)OC(=O)n1c(B(O)O)cc2ccccc21, COc1cc(OC)c(-c2cc3ccccc3s2)cc1C=O. Product: COc1cc(OC)c(-c2cc3ccccc3n2C(=O)OC(C)(C)C)cc1C=O. RXN SMILES: [Br:1][c:2]1[c:3]([O:12][CH3:13])[cH:4][c:5]([O:10][CH3:11])[c:6]([CH:7]=[O:8])[cH:9]1.[C:14](=[O:15])([O:16][C:17]([CH3:18])([CH3:19])[CH3:20])[n:21]1[c:22]([B:30]([OH:31])[OH:32])[cH:23][c:24]2[cH:25][cH:26][cH:27][cH:28][c:29]12.[s:33]1[c:34](-[c:35]2[c:36]([O:37][CH3:38])[cH:39][c:40]([O:41][CH3:42])[c:43]([CH:45]=[O:46])[cH:44]2)[cH:47][c:48]2[cH:49][cH:50][cH:51][cH:52][c:53]12>>[c:2]1(-[c:22]2[n:21]([C:14](=[O:15])[O:16][C:17]([CH3:18])([CH3:19])[CH3:20])[c:29]3[c:24]([cH:23]2)[cH:25][cH:26][cH:27][cH:28]3)[c:3]([O:12][CH3:13])[cH:4][c:5]([O:10][CH3:11])[c:6]([CH:7]=[O:8])[cH:9]1. As a reaction SMILES: C(OC([N:8]1[CH2:28][CH2:27][N:11]2[C:12](=[O:26])[C:13]3[C:18]([C@@H:10]2[CH2:9]1)=[CH:17][C:16]([CH2:19][CH2:20][CH3:21])=[CH:15][C:14]=3[C:22]([F:25])([F:24])[F:23])=O)(C)(C)C.[ClH:29]>>[ClH:29].[CH2:19]([C:16]1[CH:17]=[C:18]2[C:13]([C:12](=[O:26])[N:11]3[CH2:27][CH2:28][NH:8][CH2:9][C@H:10]32)=[C:14]([C:22]([F:24])([F:25])[F:23])[CH:15]=1)[CH2:20][CH3:21] |f:2.3|. Procedure: To N-(t-butoxycarbonyl)-(R)-1,3,4,10b-tetrahydro-9-propyl-7-trifluoromethyl-pyrazino[2,1-a]isoindol-6(2H)-one (25 mg, 0.06 mmol) was added concentrated aqueous hydrogen chloride (1 mL). After 5 min, the solution was concentrated, diluted with water, and lypholized to give the desired product as an off-white solid (19 mg, 89%). %). MS (ESI) 299.3 (M−Cl). The product is Cl.C(CC)C1=CC(=C2C(N3[C@H](C2=C1)CNCC3)=O)C(F)(F)F ((R)-1,3,4,10b-tetrahydro-9-propyl-7-trifluoromethyl-pyrazino[2,1-a]isoindol-6(2H)-one hydrochloric acid salt). The yield is 89.0%. The reactants are C(C)(C)(C)OC(=O)N1C[C@@H]2N(C(C3=C(C=C(C=C23)CCC)C(F)(F)F)=O)CC1 (N-(t-butoxycarbonyl)-(R)-1,3,4,10b-tetrahydro-9-propyl-7-trifluoromethyl-pyrazino[2,1-a]isoindol-6(2H)-one), Cl (hydrogen chloride). Conditions: time 5 minute. Reactants: BrCC1=C(C=CC2=CC=CC=C12)CBr (1,2-bis(bromomethyl)naphthalene), BrN1C(CCC1=O)=O (N-bromosuccinimide), N(=NC(C#N)(C)C)C(C#N)(C)C (2,2′-azobis(isobutyronitrile)). Solvent: C(Cl)(Cl)(Cl)Cl (carbon tetrachloride). Conditions: temperature 100 celsius, time 2 hour. The product is BrCC1=C(C=CC2=CC=CC=C12)C(Br)Br (1-(bromomethyl)-2-(dibromomethyl)naphthalene). Yield: 64.0%. Reaction SMILES: [Br:1][CH2:2][C:3]1[C:12]2[C:7](=[CH:8][CH:9]=[CH:10][CH:11]=2)[CH:6]=[CH:5][C:4]=1[CH2:13][Br:14].[Br:15]N1C(=O)CCC1=O.N(C(C)(C)C#N)=NC(C)(C)C#N>C(Cl)(Cl)(Cl)Cl>[Br:1][CH2:2][C:3]1[C:12]2[C:7](=[CH:8][CH:9]=[CH:10][CH:11]=2)[CH:6]=[CH:5][C:4]=1[CH:13]([Br:15])[Br:14]. Reported procedure: In 150 ml of carbon tetrachloride, 20 g (64 mmole) of 1,2-bis(bromomethyl)naphthalene and 23 g (130 mmole) of N-bromosuccinimide were suspended. To the obtained suspension, 1.1 g (6.7 mmole) of 2,2′-azobis(isobutyronitrile) was added and the mixture was vigorously stirred at 100° C. for 2 hours. After the reaction was completed, the reaction mixture was filtered and the residue was washed with 150 ml of dichloromethane. The filtrate and the washing were combined. The combined solution was treate... Reactants: C1CCOC1, COC(=O)c1sc(C2CCC(C)(C)CC2)cc1N(C(=O)C1CCC(C)CC1)C1CCC(OC)CC1, CO, [Li+], [OH-], O, O. The product is COC1CCC(N(C(=O)C2CCC(C)CC2)c2cc(C3CCC(C)(C)CC3)sc2C(=O)O)CC1. As a reaction SMILES: [CH2:42]1[O:43][CH2:44][CH2:45][CH2:46]1.[CH3:1][O:2][C:3](=[O:4])[c:5]1[s:6][c:7]([CH:28]2[CH2:29][CH2:30][C:31]([CH3:34])([CH3:35])[CH2:32][CH2:33]2)[cH:8][c:9]1[N:10]([C:11](=[O:12])[CH:13]1[CH2:14][CH2:15][CH:16]([CH3:19])[CH2:17][CH2:18]1)[CH:20]1[CH2:21][CH2:22][CH:23]([O:26][CH3:27])[CH2:24][CH2:25]1.[CH3:36][OH:37].[Li+:40].[OH-:39].[OH2:38].[OH2:41]>>[O:2]=[C:3]([OH:4])[c:5]1[s:6][c:7]([CH:28]2[CH2:29][CH2:30][C:31]([CH3:34])([CH3:35])[CH2:32][CH2:33]2)[cH:8][c:9]1[N:10]([C:11](=[O:12])[CH:13]1[CH2:14][CH2:15][CH:16]([CH3:19])[CH2:17][CH2:18]1)[CH:20]1[CH2:21][CH2:22][CH:23]([O:26][CH3:27])[CH2:24][CH2:25]1. Reactants: Fc1cccc2cc(CBr)oc12, FC(F)(F)c1ccc(CBr)o1, Cc1noc2cc3c(cc12)C1(CO3)C(=O)Nc2ccccc21, O=C1Nc2ccccc2C12COc1cc3c(cc12)CCO3. The product is O=C1N(Cc2cc3cccc(F)c3o2)c2ccccc2C12COc1cc3c(cc12)CCO3. RXN SMILES: [Br:44][CH2:45][c:46]1[o:47][c:48]2[c:49]([cH:50]1)[cH:51][cH:52][cH:53][c:54]2[F:55].[Br:56][CH2:57][c:58]1[o:59][c:60]([C:61]([F:62])([F:63])[F:64])[cH:65][cH:66]1.[CH3:22][c:23]1[c:24]2[cH:25][c:26]3[c:39]([cH:40][c:41]2[o:42][n:43]1)[O:38][CH2:37][C:27]31[c:28]2[c:29]([cH:30][cH:31][cH:32][cH:33]2)[NH:34][C:35]1=[O:36].[NH:1]1[C:2](=[O:21])[C:3]2([c:4]3[c:5]([cH:8][c:9]4[c:13]([cH:14]3)[CH2:12][CH2:11][O:10]4)[O:6][CH2:7]2)[c:15]2[cH:16][cH:17][cH:18][cH:19][c:20]21>>[N:1]1([CH2:45][c:46]2[o:47][c:48]3[c:49]([cH:50]2)[cH:51][cH:52][cH:53][c:54]3[F:55])[C:2](=[O:21])[C:3]2([c:4]3[c:5]([cH:8][c:9]4[c:13]([cH:14]3)[CH2:12][CH2:11][O:10]4)[O:6][CH2:7]2)[c:15]2[cH:16][cH:17][cH:18][cH:19][c:20]21. The reactants are C(#N)C1=C(C=CC=C1)CCCCC1=C(OCC(CN(C)C)O)C=CC=C1 (1-{2-[4-(2-cyanophenyl) butyl]phenoxy}-3-dimethylamino-2-propanol), C(C)(=O)OCC (ethyl acetate), solution, Cl (hydrogen chloride). Run in O1CCOCC1 (dioxane). Yields the product Cl.C(#N)C1=C(C=CC=C1)CCCCC1=C(OCC(CN(C)C)O)C=CC=C1 (1-{2-[4-(2-Cyanophenyl)butyl]phenoxy}-3-dimethylamino-2-propanol hydrochloride). RXN SMILES: [C:1]([C:3]1[CH:8]=[CH:7][CH:6]=[CH:5][C:4]=1[CH2:9][CH2:10][CH2:11][CH2:12][C:13]1[CH:26]=[CH:25][CH:24]=[CH:23][C:14]=1[O:15][CH2:16][CH:17]([OH:22])[CH2:18][N:19]([CH3:21])[CH3:20])#[N:2].C(OCC)(=O)C.[ClH:33]>O1CCOCC1>[ClH:33].[C:1]([C:3]1[CH:8]=[CH:7][CH:6]=[CH:5][C:4]=1[CH2:9][CH2:10][CH2:11][CH2:12][C:13]1[CH:26]=[CH:25][CH:24]=[CH:23][C:14]=1[O:15][CH2:16][CH:17]([OH:22])[CH2:18][N:19]([CH3:20])[CH3:21])#[N:2] |f:4.5|. Reported procedure: Following a procedure similar to that described in Example 1(c), a solution of 267 mg of 1-{2-[4-(2-cyanophenyl) butyl]phenoxy}-3-dimethylamino-2-propanol [prepared as described in step (b) above] in a suitable amount of ethyl acetate was treated with 0.5 ml of a 4N solution of hydrogen chloride in dioxane. The solvent was then removed by distillation under reduced pressure, and the residue was dried in vacuo, to give 294 mg of the title compound as a colorless oil. Starting materials: Br[C@H]1[C@@]([C@@]2(CO2)CC[C@H]1OC(NC(CCl)=O)=O)(C(=C)C)O ((3S*,4S*,5R*,6R*)-5-Bromo-6-chloroacetylcarbamoyloxy-4-hydroxy-4-(propen-2-yl)-1-oxa-spiro[2.5]octane), ( 73/27 ), CCCCCC.C(C)(=O)OCC (hexane ethyl acetate), ClC1=CC(=CC=C1)C(=O)OO (3-chloroperbenzoic acid), mixture. Solvent: ClCCl (dichloromethane). The product is Br[C@H]1[C@@]([C@@]2(CO2)CC[C@H]1OC(NC(CCl)=O)=O)(C1(OC1)C)O ((3S*,4S*,5R*,6R*)-5-Bromo-6-chloroacetylcarbamoyloxy-4-hydroxy-4-(2-methyl-2-oxiranyl)-1-oxa-spiro[2.5]octane). Reaction SMILES: [Br:1][C@@H:2]1[C@H:9]([O:10][C:11](=[O:17])[NH:12][C:13](=[O:16])[CH2:14][Cl:15])[CH2:8][CH2:7][C@@:4]2([O:6][CH2:5]2)[C@@:3]1([OH:21])[C:18]([CH3:20])=[CH2:19].ClC1C=CC=C(C(OO)=[O:30])C=1.CCCCCC.C(OCC)(=O)C>ClCCl>[Br:1][C@@H:2]1[C@H:9]([O:10][C:11](=[O:17])[NH:12][C:13](=[O:16])[CH2:14][Cl:15])[CH2:8][CH2:7][C@@:4]2([O:6][CH2:5]2)[C@@:3]1([OH:21])[C:18]1([CH3:20])[CH2:19][O:30]1 |f:2.3|. Procedure: By proceeding in accordance with the method of operation described in Example 2, starting from 2.14 g (5.6 mmol) of the crude compound obtained in Example 3 and 1.93 g (11.2 mmol) of 72% 3-chloroperbenzoic acid in 55 ml of dichloromethane, 0.9 g (2.26 mmol) of a mixture of the two expected diastereoisomers (73/27) is obtained in the form of a mousse after chromatography on silica gel twice (eluant: hexane/ethyl acetate, 3:1). Reactants: COC(C(C1=CC=C(C=C1)OCCOC1=CC2=CC=CC=C2C=C1)=O)=O (4-[2-(2-naphthalenyloxy)ethoxy]-alpha-oxobenzeneacetic acid methyl ester), Cl.NNC(=O)N (semicarbazide hydrochloride), Cl (hydrochloric acid), ( E ), O\N=C(/C(=O)O)\C1=CC=C(C=C1)OCCOC1=CC2=CC=CC=C2C=C1 ((Z)-alpha-(hydroxyimino)-4-[2-(2-naphthalenyloxy)ethoxy]benzeneacetic acid). Solvent: N1=CC=CC=C1 (pyridine). Run at temperature 50 celsius. Yields the product COC(/C(/C1=CC=C(C=C1)OCCOC1=CC2=CC=CC=C2C=C1)=N/NC(=O)N)=O ((E)-alpha-[(aminocarbonyl)hydrazono]-4-[2-(2-naphthalenyloxy)ethoxy]benzeneacetic acid methyl ester). Yield: 29.5%. Reaction SMILES: [CH3:1][O:2][C:3](=[O:26])[C:4](=O)[C:5]1[CH:10]=[CH:9][C:8]([O:11][CH2:12][CH2:13][O:14][C:15]2[CH:24]=[CH:23][C:22]3[C:17](=[CH:18][CH:19]=[CH:20][CH:21]=3)[CH:16]=2)=[CH:7][CH:6]=1.Cl.[NH2:28][NH:29][C:30]([NH2:32])=[O:31].Cl.O/N=C(/C1C=CC(OCCOC2C=CC3C(=CC=CC=3)C=2)=CC=1)\C(O)=O>N1C=CC=CC=1>[CH3:1][O:2][C:3](=[O:26])/[C:4](=[N:28]/[NH:29][C:30]([NH2:32])=[O:31])/[C:5]1[CH:10]=[CH:9][C:8]([O:11][CH2:12][CH2:13][O:14][C:15]2[CH:24]=[CH:23][C:22]3[C:17](=[CH:18][CH:19]=[CH:20][CH:21]=3)[CH:16]=2)=[CH:7][CH:6]=1 |f:1.2|. Reported procedure: A mixture of 4-[2-(2-naphthalenyloxy)ethoxy]-alpha-oxobenzeneacetic acid methyl ester (1.75 g) in pyridine (25 mL) was warmed to dissolve and added semicarbazide hydrochloride (0.7 g). The stirred mixture was heated at 50° C. for 4 hours, cooled, acidified with hydrochloric acid and extracted twice with dichloromethane. The organic layers were washed with dilute hydrochloric acid, combined, dried (Na2SO4), filtered and evaporated to provide a crude mixture of (E) and (Z) isomers. The crude mixtu... Starting materials: O1CCOCC(C1)N1N=CC(=C1C1=C(C=C(C=C1)B1OC(C(O1)(C)C)(C)C)[N+](=O)[O-])C(=O)OCC (ethyl 1-(1,4-dioxepan-6-yl)-5-[2-nitro-4-(4,4,5,5-tetramethyl-1,3,2-dioxaborolan-2-yl)phenyl]-1H-pyrazole-4-carboxylate), O1CCOCC1 (1,4-dioxane). Reagents/catalysts: C=1C=CC(=CC1)[P](C=2C=CC=CC2)(C=3C=CC=CC3)[Pd]([P](C=4C=CC=CC4)(C=5C=CC=CC5)C=6C=CC=CC6)([P](C=7C=CC=CC7)(C=8C=CC=CC8)C=9C=CC=CC9)[P](C=1C=CC=CC1)(C=1C=CC=CC1)C=1C=CC=CC1 (Pd(PPh3)4). Run at temperature 100 celsius, time 4 hour. The product is O1CCOCC(C1)N1N=CC(=C1C1=C(C=C(C=C1)C=1C(=NC(=CC1C)C)OC)[N+](=O)[O-])C(=O)OCC (ethyl 1-(1,4-dioxepan-6-yl)-5-{4-(2-methoxy-4,6-dimethylpyridin-3-yl)-2-nitrophenyl}-1H-pyrazole-4-carboxylate). Reaction SMILES: [O:1]1[CH2:7][CH:6]([N:8]2[C:12]([C:13]3[CH:18]=[CH:17][C:16](B4OC(C)(C)C(C)(C)O4)=[CH:15][C:14]=3[N+:28]([O-:30])=[O:29])=[C:11]([C:31]([O:33][CH2:34][CH3:35])=[O:32])[CH:10]=[N:9]2)[CH2:5][O:4][CH2:3][CH2:2]1.O1[CH2:41][CH2:40][O:39][CH2:38]C1>C1C=CC([P]([Pd]([P](C2C=CC=CC=2)(C2C=CC=CC=2)C2C=CC=CC=2)([P](C2C=CC=CC=2)(C2C=CC=CC=2)C2C=CC=CC=2)[P](C2C=CC=CC=2)(C2C=CC=CC=2)C2C=CC=CC=2)(C2C=CC=CC=2)C2C=CC=CC=2)=CC=1>[O:4]1[CH2:5][CH:6]([N:8]2[C:12]([C:13]3[CH:18]=[CH:17][C:16]([C:41]4[C:40]([O:39][CH3:38])=[N:8][C:12]([CH3:11])=[CH:13][C:14]=4[CH3:15])=[CH:15][C:14]=3[N+:28]([O-:30])=[O:29])=[C:11]([C:31]([O:33][CH2:34][CH3:35])=[O:32])[CH:10]=[N:9]2)[CH2:7][O:1][CH2:2][CH2:3]1 |^1:45,47,66,85|. Procedure: Water (0.3 mL), 3-bromo-2-methoxy-4,6-dimethylpyridine (32.5 mg) obtained in Preparation Example 26, Pd(PPh3)4 (7.2 mg) and cesium carbonate (122 mg) were added to a solution of ethyl 1-(1,4-dioxepan-6-yl)-5-[2-nitro-4-(4,4,5,5-tetramethyl-1,3,2-dioxaborolan-2-yl)phenyl]-1H-pyrazole-4-carboxylate (61 mg) in 1,4-dioxane (1.2 mL), and the reaction mixture was stirred at 100° C. for 4 hours. Pd(PPh3)4 (7.2 mg) was added to the reaction mixture, and the reaction mixture was stirred at 100° C. for 1 ...